This data is from the Open Reaction Database (ORD), a public repository of structured organic reaction records. The task is: describe an organic reaction: reactants, conditions, products, and yield The reactants are [Na] (sodium), [Na] (sodium), C(C)(C)(C)C1=C(C(=C(C=C1)C)C)O (2-tert.-butyl-5,6-dimethylphenol), C(C=C)(=O)OC (methyl acrylate), C(C)(=O)O (acetic acid). The solvent is C1(=CC=CC=C1)C (toluene). Reaction conditions: time 2 hour. The product is C(C)(C)(C)C=1C(=C(C(=C(C1)CCC(=O)OC)C)C)O (Methyl 3-(5-tert.-butyl-2,3-dimethyl-4-hydroxyphenyl)propionate), crystals. RXN SMILES: [Na].[C:2]([C:6]1[CH:11]=[CH:10][C:9]([CH3:12])=[C:8]([CH3:13])[C:7]=1[OH:14])([CH3:5])([CH3:4])[CH3:3].[C:15]([O:19][CH3:20])(=[O:18])[CH:16]=[CH2:17].C(O)(=O)C>C1(C)C=CC=CC=1>[C:2]([C:6]1[C:7]([OH:14])=[C:8]([CH3:13])[C:9]([CH3:12])=[C:10]([CH2:17][CH2:16][C:15]([O:19][CH3:20])=[O:18])[CH:11]=1)([CH3:5])([CH3:4])[CH3:3] |^1:0|. Procedure: 1.53 grams of sodium metal was added in small pieces to 240.6 grams of 2-tert.-butyl-5,6-dimethylphenol warmed at 60°. The reaction mixture was then heated at 120° with stirring for 2 hours, during which time the sodium metal was completely reacted. 174 grams of methyl acrylate was then added gradually over a period of 1 hour so that the temperature was maintained at 120°. The reaction mixture was then heated at 120° to 130° for an additional four hours. 3.9 ml. of acetic acid was then added. Th... Starting materials: BrCC(=O)C1=CNC2=NC=CC=C21 (2-Bromo-1-(1H-pyrrolo[2,3-b]pyridin-3-yl)-ethanone), C1(CC1)NC(=S)N (cyclopropyl-thiourea). The solvent is C(C)O (ethanol). Run at temperature 0 celsius. Yields the product C1(CC1)NC=1SC=C(N1)C1=CNC2=NC=CC=C21 (cyclopropyl-[4-(1H-pyrrolo[2,3-b]pyridin-3-yl)-thiazol-2-yl]-amine). Yield: 124.5%. Reaction SMILES: Br[CH2:2][C:3]([C:5]1[C:13]2[C:8](=[N:9][CH:10]=[CH:11][CH:12]=2)[NH:7][CH:6]=1)=O.[CH:14]1([NH:17][C:18]([NH2:20])=[S:19])[CH2:16][CH2:15]1>C(O)C>[CH:14]1([NH:17][C:18]2[S:19][CH:2]=[C:3]([C:5]3[C:13]4[C:8](=[N:9][CH:10]=[CH:11][CH:12]=4)[NH:7][CH:6]=3)[N:20]=2)[CH2:16][CH2:15]1. Procedure: A mixture of 2-Bromo-1-(1H-pyrrolo[2,3-b]pyridin-3-yl)-ethanone (prepared according to Galvez C. et al, J. Het. Chem. 21, 1984, p421-423) (0.90 g, 3.76 mmol) and cyclopropyl-thiourea (prepared according to Marletta, M. et al, J. Med. Chem. 35, 1992, p1137-1144) (0.46 g, 3.96 mmol) was heated in ethanol (20 mL), at reflux for 4 hours. The reaction mixture was cooled to 0° C. with and ice-water bath, then the solids were filtered and dried to give cyclopropyl-[4-(1H-pyrrolo[2,3-b]pyridin-3-yl)-thi...